This data is from the Open Reaction Database (ORD), a public repository of structured organic reaction records. The task is: describe an organic reaction: reactants, conditions, products, and yield Reactants: Cl.ClC=1C(=CC2=C(N(C(N2)=O)C2CCNCC2)C1)C (6-Chloro-5-methyl-1-(4-piperidinyl)-1,3-dihydro-2H-benzimidazol-2-one hydrochloride), Ti(iPrO)4, O1CCC(CC1)=O (tetrahydro-4H-pyran-4-one), [BH3-]C#N.[Na+] (NaBH3CN). The solvent is CO (MeOH). Reaction conditions: time 3 hour. The product is ClC=1C(=CC2=C(N(C(N2)=O)C2CCN(CC2)C2CCOCC2)C1)C (6-chloro-5-methyl-1-[1-(tetrahydro-2H-pyran-4-yl)-4-piperidinyl]-1,3-dihydro-2H-benzimidazol-2-one). As a reaction SMILES: Cl.[Cl:2][C:3]1[C:4]([CH3:19])=[CH:5][C:6]2[NH:10][C:9](=[O:11])[N:8]([CH:12]3[CH2:17][CH2:16][NH:15][CH2:14][CH2:13]3)[C:7]=2[CH:18]=1.[O:20]1[CH2:25][CH2:24][C:23](=O)[CH2:22][CH2:21]1.[BH3-]C#N.[Na+]>CO>[Cl:2][C:3]1[C:4]([CH3:19])=[CH:5][C:6]2[NH:10][C:9](=[O:11])[N:8]([CH:12]3[CH2:13][CH2:14][N:15]([CH:23]4[CH2:24][CH2:25][O:20][CH2:21][CH2:22]4)[CH2:16][CH2:17]3)[C:7]=2[CH:18]=1 |f:0.1,3.4|. Procedure: 6-Chloro-5-methyl-1-(4-piperidinyl)-1,3-dihydro-2H-benzimidazol-2-one hydrochloride (D9) (˜0.2 mmol, 60 mg), Ti(iPrO)4 (2 eq., 0.400 mmol, 0.130 ml), tetrahydro-4H-pyran-4-one (2 eq., 0.400 mmol, 40 ul) were stirred together at room temperature for one hour; dry MeOH (2 ml) followed by NaBH3CN (2 eq., ˜30 mgs) were added and the mixture was stirred under argon at room temperature for 3 hours. The crude mixture was subsequently quenched with water (5 ml) and it was firstly purified by SCX followe... Starting materials: N1(CCNCC1)C(=O)OC(C)(C)C (tert-butyl piperazine-1-carboxylate), FC1=C(C=C(C=C1)[N+](=O)[O-])C (2-fluoro-5-nitrotoluene), C(C)(C)N(C(C)C)CC (N,N-diisopropylethylamine). Solvent: CS(=O)C (dimethylsulfoxide). Yields the product CC1=C(C=CC(=C1)[N+](=O)[O-])N1CCN(CC1)C(=O)OC(C)(C)C (tert-butyl 4-[2-methyl-4-nitrophenyl]piperazine-1-carboxylate). RXN SMILES: [N:1]1([C:7]([O:9][C:10]([CH3:13])([CH3:12])[CH3:11])=[O:8])[CH2:6][CH2:5][NH:4][CH2:3][CH2:2]1.F[C:15]1[CH:20]=[CH:19][C:18]([N+:21]([O-:23])=[O:22])=[CH:17][C:16]=1[CH3:24].C(N(CC)C(C)C)(C)C>CS(C)=O>[CH3:24][C:16]1[CH:17]=[C:18]([N+:21]([O-:23])=[O:22])[CH:19]=[CH:20][C:15]=1[N:4]1[CH2:5][CH2:6][N:1]([C:7]([O:9][C:10]([CH3:13])([CH3:12])[CH3:11])=[O:8])[CH2:2][CH2:3]1. Procedure details: In the same manner as in Production Example 5-1, but using tert-butyl piperazine-1-carboxylate in place of N-ethylpiperazine used in Production Example 5-1, using 2-fluoro-5-nitrotoluene in place of 2-fluoro-5-nitrobenzyl alcohol, using N,N-diisopropylethylamine in place of potassium carbonate, and using dimethylsulfoxide in place of N-methylpyrrolidone, 4.91 g of crude tert-butyl 4-[2-methyl-4-nitrophenyl]piperazine-1-carboxylate was obtained as a yellow solid. The reactants are C1OC=2C=C(CCl)C=CC2O1 (3,4-Methylenedioxybenzyl chloride), C(C1=CC=CC=C1)(=O)NC1CCNCC1 (4-benzamido-piperidine), C([O-])([O-])=O.[K+].[K+] (potassium carbonate). Solvent: C(C)(C)O (isopropanol), C(C)(C)O (isopropanol). Reaction conditions: time 3 hour. The product is C(C1=CC=CC=C1)(=O)NC1CCN(CC1)CC1=CC2=C(C=C1)OCO2 (4-Benzamido-1-(3,4-methylenedioxybenzyl)piperidine), hemi-hydrate. RXN SMILES: [CH2:1]1[O:11][C:10]2[CH:9]=[CH:8][C:5]([CH2:6]Cl)=[CH:4][C:3]=2[O:2]1.[C:12]([NH:20][CH:21]1[CH2:26][CH2:25][NH:24][CH2:23][CH2:22]1)(=[O:19])[C:13]1[CH:18]=[CH:17][CH:16]=[CH:15][CH:14]=1.C(=O)([O-])[O-].[K+].[K+]>C(O)(C)C>[C:12]([NH:20][CH:21]1[CH2:26][CH2:25][N:24]([CH2:6][C:5]2[CH:8]=[CH:9][C:10]3[O:11][CH2:1][O:2][C:3]=3[CH:4]=2)[CH2:23][CH2:22]1)(=[O:19])[C:13]1[CH:14]=[CH:15][CH:16]=[CH:17][CH:18]=1 |f:2.3.4|. Reported procedure: 3,4-Methylenedioxybenzyl chloride (5.76 g.), 4-benzamido-piperidine (6.89 g.) and anhydrous potassium carbonate (7.00 g.) were stirred at room temperature for 5 hours in isopropanol (50 ml.). Additional isopropanol (100 ml.) was added and stirring continued for 3 hours. The mixture was then heated to the boiling point and filtered whilst hot. Filtration provided the title compound as the hemi-hydrate (7.94 g.), m.p. 179.5°-180.5° C. A second crop (1.23 g.) was obtained on concentration of the mo... Conditions: time 30 minute. Reported procedure: 0.095 g of sodium hydride as a 60% dispersion in oil is added to a mixture of 0.7 g of 3-cycloheptyl-5-ethoxy-1,3-dihydro-2H-benzimidazol-2-one and 50 ml of DMF and the mixture is stirred for 30 minutes at RT. 0.7 g of 4-methoxycarbonyl-2-methoxybenzenesulfonyl chloride is then added and the mixture is stirred overnight at RT. The reaction mixture is poured into iced water and the precipitate formed is filtered off and washed with water to give 0.9 g of the expected product, which is used as suc... Reactants: [H-].[Na+] (sodium hydride), C1(CCCCCC1)N1C(NC2=C1C=C(C=C2)OCC)=O (3-cycloheptyl-5-ethoxy-1,3-dihydro-2H-benzimidazol-2-one), CN(C)C=O (DMF), COC(=O)C1=CC(=C(C=C1)S(=O)(=O)Cl)OC (4-methoxycarbonyl-2-methoxybenzenesulfonyl chloride). Product: C1(CCCCCC1)N1C(N(C2=C1C=C(C=C2)OCC)S(=O)(=O)C2=C(C=C(C(=O)OC)C=C2)OC)=O (Methyl 4-[3-cycloheptyl-5-ethoxy-2,3-dihydro-2-oxo-1H- benzimidazol-1-yl]sulfonyl-3-methoxybenzoate). Isolated yield 70.2%. RXN SMILES: [H-].[Na+].[CH:3]1([N:10]2[C:14]3[CH:15]=[C:16]([O:19][CH2:20][CH3:21])[CH:17]=[CH:18][C:13]=3[NH:12][C:11]2=[O:22])[CH2:9][CH2:8][CH2:7][CH2:6][CH2:5][CH2:4]1.CN(C=O)C.[CH3:28][O:29][C:30]([C:32]1[CH:37]=[CH:36][C:35]([S:38](Cl)(=[O:40])=[O:39])=[C:34]([O:42][CH3:43])[CH:33]=1)=[O:31]>O>[CH:3]1([N:10]2[C:14]3[CH:15]=[C:16]([O:19][CH2:20][CH3:21])[CH:17]=[CH:18][C:13]=3[N:12]([S:38]([C:35]3[CH:36]=[CH:37][C:32]([C:30]([O:29][CH3:28])=[O:31])=[CH:33][C:34]=3[O:42][CH3:43])(=[O:40])=[O:39])[C:11]2=[O:22])[CH2:4][CH2:5][CH2:6][CH2:7][CH2:8][CH2:9]1 |f:0.1|. Solvent: O (water).